The task is: describe an organic reaction: reactants, conditions, products, and yield. This data is from the Open Reaction Database (ORD), a public repository of structured organic reaction records. Starting materials: S(O)(O)(=O)=O (sulfuric acid), C(=O)([O-])[O-].[Na+].[Na+] (Na2CO3), CC(C)(C)[S@@](=O)N ((R)-2-methylpropane-2-sulfinamide), C(=O)([O-])C(O)C(O)C(=O)[O-].[Na+].[K+] (potassium sodium tartrate), BrC=1C=CC(=C(C1)C(C)=O)F (1-(5-bromo-2-fluorophenyl)ethanone). The reagents and catalysts are [O-]CC.[Ti+4].[O-]CC.[O-]CC.[O-]CC (titanium(IV) ethoxide). Solvent: CC(C)(C)OC (TBME), CCCCC (pentane), CCCCCCC.C(C)(=O)OCC (n-heptane ethyl acetate), [Cl-].[Na+].O (brine), O1CCCC1 (tetrahydrofuran). Conditions: temperature 75 celsius, time 8 hour. Yields the product BrC=1C=CC(=C(C1)\C(\C)=N\[S@](=O)C(C)(C)C)F ((R,E)-N-(1-(5-bromo-2-fluorophenyl)ethylidene)-2-methylpropane-2-sulfinamide). Yield: 87.4%. Reaction SMILES: [Br:1][C:2]1[CH:3]=[CH:4][C:5]([F:11])=[C:6]([C:8](=O)[CH3:9])[CH:7]=1.[CH3:12][C:13]([S@:16]([NH2:18])=[O:17])([CH3:15])[CH3:14].C(C(C(C([O-])=O)O)O)([O-])=O.[Na+].[K+].S(=O)(=O)(O)O.C([O-])([O-])=O.[Na+].[Na+]>O1CCCC1.CC(OC)(C)C.[Cl-].[Na+].O.[O-]CC.[Ti+4].[O-]CC.[O-]CC.[O-]CC.CCCCCCC.C(OCC)(=O)C.CCCCC>[Br:1][C:2]1[CH:3]=[CH:4][C:5]([F:11])=[C:6](/[C:8](=[N:18]/[S@@:16]([C:13]([CH3:15])([CH3:14])[CH3:12])=[O:17])/[CH3:9])[CH:7]=1 |f:2.3.4,6.7.8,11.12.13,14.15.16.17.18,19.20|. Procedure details: Commercially available 1-(5-bromo-2-fluorophenyl)ethanone (140 g, 645 mmol, Eq: 1.0) [CAS No. 477-89-3], (R)-2-methylpropane-2-sulfinamide (78.2, 645 mmol, Eq: 1.0) and titanium(IV) ethoxide (221 g, 204 ml, 968 mmol, Eq: 1.5) were dissolved in tetrahydrofuran (1.19 l) and the mixture heated to 75° C. and stirred at this temperature overnight. The mixture was cooled to 50° C., sat. potassium sodium tartrate solution (1.17 l, 2.58 mol, Eq: 4) was added and the mixture stirred at this temperature f... Reactants: ClCC1=NOC(=N1)C(C1=CC(=C(C=C1)C1=CC=CC=C1)F)C (3-chloromethyl-5-(3-fluoro-4-phenyl-α-methylbenzyl)-1,2,4-oxadiazole), N1CCOCC1 (morpholine), ice water. The solvent is CN(C)C=O (DMF). Conditions: time 8 hour. The product is FC=1C=C(C(C)C2=NC(=NO2)CN2CCOCC2)C=CC1C1=CC=CC=C1 (5-(3-fluoro-4-phenyl-α-methylbenzyl)-3-morpholinomethyl-1,2,4-oxadiazole). Isolated yield 103.8%. Reaction SMILES: Cl[CH2:2][C:3]1[N:7]=[C:6]([CH:8]([CH3:22])[C:9]2[CH:14]=[CH:13][C:12]([C:15]3[CH:20]=[CH:19][CH:18]=[CH:17][CH:16]=3)=[C:11]([F:21])[CH:10]=2)[O:5][N:4]=1.[NH:23]1[CH2:28][CH2:27][O:26][CH2:25][CH2:24]1>CN(C=O)C>[F:21][C:11]1[CH:10]=[C:9]([CH:14]=[CH:13][C:12]=1[C:15]1[CH:20]=[CH:19][CH:18]=[CH:17][CH:16]=1)[CH:8]([C:6]1[O:5][N:4]=[C:3]([CH2:2][N:23]2[CH2:28][CH2:27][O:26][CH2:25][CH2:24]2)[N:7]=1)[CH3:22]. Procedure: To a solution of 1.52 g of 3-chloromethyl-5-(3-fluoro-4-phenyl-α-methylbenzyl)-1,2,4-oxadiazole in 30 ml of DMF was added 1.68 g of morpholine. The mixture was allowed to stand at room temperature overnight, then poured into ice-water and extracted with benzene. The organic phase was washed with water, dried over sodium sulfate and evaporated. The residue was chromatographed over silica gel using benzene-ethyl acetate (5:2, v/v) as an eluent to yield 1.83 g of 5-(3-fluoro-4-phenyl-α-methylbenzyl... Reactants: COCCN(CCOC)S(F)(F)F, COc1cc(C(F)(F)F)cc(SC)c1C(=O)NC1CCCCC1N1CCC(O)C1. As a reaction SMILES: [CH3:30][O:31][CH2:32][CH2:33][N:34]([S:35]([F:36])([F:37])[F:40])[CH2:38][CH2:39][O:41][CH3:42].[OH:1][CH:2]1[CH2:3][N:4]([CH:7]2[CH:8]([NH:13][C:14]([c:15]3[c:16]([O:27][CH3:28])[cH:17][c:18]([C:23]([F:24])([F:25])[F:26])[cH:19][c:20]3[S:21][CH3:22])=[O:29])[CH2:9][CH2:10][CH2:11][CH2:12]2)[CH2:5][CH2:6]1>>[CH:2]1([F:40])[CH2:3][N:4]([CH:7]2[CH:8]([NH:13][C:14]([c:15]3[c:16]([O:27][CH3:28])[cH:17][c:18]([C:23]([F:24])([F:25])[F:26])[cH:19][c:20]3[S:21][CH3:22])=[O:29])[CH2:9][CH2:10][CH2:11][CH2:12]2)[CH2:5][CH2:6]1. Yields the product COc1cc(C(F)(F)F)cc(SC)c1C(=O)NC1CCCCC1N1CCC(F)C1. Reactants: FC=1C(=CC2=C(C(NCO2)=O)C1)NC (6-fluoro-7-(methylamino)-2,3-dihydrobenzo[e][1,3]oxazin-4-one), IC=1C=C(C(=NC1)N)C (5-iodo-3-methylpyridin-2-amine). Yields the product NC1=CC=C(C=N1)N1COC2=C(C1=O)C=C(C(=C2)NC)F (3-(6-aminopyridin-3-yl)-6-fluoro-7-(methylamino)-2,3-dihydrobenzo[e][1,3]oxazin-4-one). Isolated yield 13.6%. As a reaction SMILES: [F:1][C:2]1[C:3]([NH:13][CH3:14])=[CH:4][C:5]2[O:10][CH2:9][NH:8][C:7](=[O:11])[C:6]=2[CH:12]=1.I[C:16]1[CH:17]=[C:18](C)[C:19]([NH2:22])=[N:20][CH:21]=1>>[NH2:22][C:19]1[N:20]=[CH:21][C:16]([N:8]2[C:7](=[O:11])[C:6]3[CH:12]=[C:2]([F:1])[C:3]([NH:13][CH3:14])=[CH:4][C:5]=3[O:10][CH2:9]2)=[CH:17][CH:18]=1. Reported procedure: Analogous to the procedure described in Ex. 40, 6-fluoro-7-(methylamino)-2,3-dihydrobenzo[e][1,3]oxazin-4-one (0.100 g, 0.51 mmol) and 5-iodo-3-methylpyridin-2-amine (0.119 g, 0.53 mmol) were coupled to yield pure 3-(6-aminopyridin-3-yl)-6-fluoro-7-(methylamino)-2,3-dihydrobenzo[e][1,3]oxazin-4-one (0.020 g, 13%) after reverse phase HPLC purification. ES-MS (M+H)+=303.